Dataset: the Open Reaction Database (ORD), a public repository of structured organic reaction records. Task: describe an organic reaction: reactants, conditions, products, and yield The reactants are C1(=CC=CC=C1)C(N1C(CC1)C=O)C1=CC=CC=C1 (1-diphenylmethyl-2-formylazetidine), [C-]#N.[K+] (potassium cyanide), Cl (hydrochloric acid). Run in O1CCCC1 (tetrahydrofuran), O (water). Conditions: time 2 hour. Product: OC(C#N)C1N(CC1)C(C1=CC=CC=C1)C1=CC=CC=C1 (2-hydroxy-2-(1-diphenylmethylazetidin-2-yl)acetonitrile). The yield is 103.2%. Reaction SMILES: [C:1]1([CH:7]([C:14]2[CH:19]=[CH:18][CH:17]=[CH:16][CH:15]=2)[N:8]2[CH2:11][CH2:10][CH:9]2[CH:12]=[O:13])[CH:6]=[CH:5][CH:4]=[CH:3][CH:2]=1.Cl.[C-:21]#[N:22].[K+]>O1CCCC1.O>[OH:13][CH:12]([CH:9]1[CH2:10][CH2:11][N:8]1[CH:7]([C:14]1[CH:19]=[CH:18][CH:17]=[CH:16][CH:15]=1)[C:1]1[CH:2]=[CH:3][CH:4]=[CH:5][CH:6]=1)[C:21]#[N:22] |f:2.3|. Procedure: To a solution of 1.4 g (5.57 mmoles) of 1-diphenylmethyl-2-formylazetidine in a mixture of 7.5 ml of tetrahydrofuran and 7.5 ml of water is added 0.91 ml (11.14 mmoles) of concentrated hydrochloric acid under cooling and then 0.724 g (11.14 mmoles) of potassium cyanide is added thereto. The mixture is stirred for 2 hours and extracted with 30 ml of ether. The aqueous layer is reextracted with 30 ml of ether. The extract and the above organic layer are combined, washed with water, dried over magn... Starting materials: [I-].[Na+] (sodium iodide), C(C)C(=O)C (methyl ethyl ketone), ClC1=NC2=CC(=C(C=C2C(=C1C(=O)OCC)C1=CC(=C(C=C1)OC)OC)OC)OC (ethyl 2-chloro-6,7-dimethoxy-4-(3,4-dimethoxyphenyl)quinoline-3-carboxylate). Run at temperature 80 celsius, time 1 hour. Product: COC=1C=C2C(=C(C(=NC2=CC1OC)CI)C(=O)OCC)C1=CC(=C(C=C1)OC)OC (ethyl 6,7-dimethoxy-4-(3,4-dimethoxyphenyl)-2-iodomethylquinoline-3-carboxylate). Yield: 58.0%. RXN SMILES: [I-:1].[Na+].Cl[C:4]1[C:13]([C:14]([O:16][CH2:17][CH3:18])=[O:15])=[C:12]([C:19]2[CH:24]=[CH:23][C:22]([O:25][CH3:26])=[C:21]([O:27][CH3:28])[CH:20]=2)[C:11]2[C:6](=[CH:7][C:8]([O:31][CH3:32])=[C:9]([O:29][CH3:30])[CH:10]=2)[N:5]=1.[CH2:33](C(C)=O)C>>[CH3:30][O:29][C:9]1[CH:10]=[C:11]2[C:6](=[CH:7][C:8]=1[O:31][CH3:32])[N:5]=[C:4]([CH2:33][I:1])[C:13]([C:14]([O:16][CH2:17][CH3:18])=[O:15])=[C:12]2[C:19]1[CH:24]=[CH:23][C:22]([O:25][CH3:26])=[C:21]([O:27][CH3:28])[CH:20]=1 |f:0.1|. Reported procedure: A mixture of sodium iodide (1.68 g) and methyl ethyl ketone (15 ml) was stirred at 80° C. for 1 hour. Then ethyl 2-chloro-6,7-dimethoxy-4-(3,4-dimethoxyphenyl)quinoline-3-carboxylate (2.0 g) was added, and the resulting mixture was stirred at the same temperature for 12 hours. The insoluble materials were filtered off, and the filtrate was concentrated under reduced pressure. The residue was poured into water and extracted with ethyl acetate. The ethyl acetate layer was washed with water and dri... The reactants are C(C)(C)(C)OC(N[C@@H]1CC[C@@H](CC1)OC=1C(=C2C=CN=CC2=CC1)Cl)=O (cis-[4-(5-Chloro-isoquinolin-6-yloxy)-cyclohexyl]-carbamic acid tert-butyl ester). Solvent: C(C)O (ethanol). The product is ClC1=C2C=CN=CC2=CC=C1O[C@H]1CC[C@H](CC1)N (cis-4-(5-Chloro-isoquinolin-6-yloxy)-cyclohexylamine). Isolated yield 100.1%. As a reaction SMILES: C(OC(=O)[NH:7][C@H:8]1[CH2:13][CH2:12][C@@H:11]([O:14][C:15]2[C:16]([Cl:25])=[C:17]3[C:22](=[CH:23][CH:24]=2)[CH:21]=[N:20][CH:19]=[CH:18]3)[CH2:10][CH2:9]1)(C)(C)C>C(O)C>[Cl:25][C:16]1[C:15]([O:14][C@@H:11]2[CH2:10][CH2:9][C@H:8]([NH2:7])[CH2:13][CH2:12]2)=[CH:24][CH:23]=[C:22]2[C:17]=1[CH:18]=[CH:19][N:20]=[CH:21]2. Reported procedure: 50 mg (0.13 mmol) cis-[4-(5-Chloro-isoquinolin-6-yloxy)-cyclohexyl]carbamic acid tert-butyl ester (12) were dissolved in ethanol/2N HCl (1:1) and stirred at room temperature until complete conversion could be detected (LCMS). Evaporation of the solvent furnished 36 mg of the title compound as hydrochloride. Rt=0.71 min (Method #1). Detected mass: 277.2/279.2 (M+H+). The reactants are O=C(C1CC2(c3ccccc3)C(OCc3cc(C(F)(F)F)cc(C(F)(F)F)c3)CCC1N2Cc1ccccc1)N1CCCCC1, CCO. The product is O=C(C1CC2(c3ccccc3)NC1CCC2OCc1cc(C(F)(F)F)cc(C(F)(F)F)c1)N1CCCCC1. As a reaction SMILES: [CH2:1]([c:2]1[cH:3][cH:4][cH:5][cH:6][cH:7]1)[N:8]1[C:9]2([c:40]3[cH:41][cH:42][cH:43][cH:44][cH:45]3)[CH:10]([O:24][CH2:25][c:26]3[cH:27][c:28]([C:36]([F:37])([F:38])[F:39])[cH:29][c:30]([C:32]([F:33])([F:34])[F:35])[cH:31]3)[CH2:11][CH2:12][CH:13]1[CH:14]([C:16](=[O:17])[N:18]1[CH2:19][CH2:20][CH2:21][CH2:22][CH2:23]1)[CH2:15]2.[CH3:46][CH2:47][OH:48]>>[NH:8]1[C:9]2([c:40]3[cH:41][cH:42][cH:43][cH:44][cH:45]3)[CH:10]([O:24][CH2:25][c:26]3[cH:27][c:28]([C:36]([F:37])([F:38])[F:39])[cH:29][c:30]([C:32]([F:33])([F:34])[F:35])[cH:31]3)[CH2:11][CH2:12][CH:13]1[CH:14]([C:16](=[O:17])[N:18]1[CH2:19][CH2:20][CH2:21][CH2:22][CH2:23]1)[CH2:15]2.